This data is from the Open Reaction Database (ORD), a public repository of structured organic reaction records. The task is: describe an organic reaction: reactants, conditions, products, and yield Starting materials: CC(=O)O, NC(=O)C1CN(C(c2ccccc2)(c2ccccc2)c2ccccc2)CCN1CCCC(c1ccc(F)cc1)c1ccc(F)cc1, O. Yields the product NC(=O)C1CNCCN1CCCC(c1ccc(F)cc1)c1ccc(F)cc1. As a reaction SMILES: [CH3:48][C:49](=[O:50])[OH:51].[F:1][c:2]1[cH:3][cH:4][c:5]([CH:8]([CH2:9][CH2:10][CH2:11][N:12]2[CH:13]([C:37](=[O:38])[NH2:39])[CH2:14][N:15]([C:18]([c:19]3[cH:20][cH:21][cH:22][cH:23][cH:24]3)([c:25]3[cH:26][cH:27][cH:28][cH:29][cH:30]3)[c:31]3[cH:32][cH:33][cH:34][cH:35][cH:36]3)[CH2:16][CH2:17]2)[c:40]2[cH:41][cH:42][c:43]([F:46])[cH:44][cH:45]2)[cH:6][cH:7]1.[OH2:47]>>[F:1][c:2]1[cH:3][cH:4][c:5]([CH:8]([CH2:9][CH2:10][CH2:11][N:12]2[CH:13]([C:37](=[O:38])[NH2:39])[CH2:14][NH:15][CH2:16][CH2:17]2)[c:40]2[cH:41][cH:42][c:43]([F:46])[cH:44][cH:45]2)[cH:6][cH:7]1. Starting materials: ClC1=CC=NC2=C1C1N(C(N2)=O)CCO1 (10-chloro-6, 10b-dihydro-2H-oxazolo[3,2-c] pyrido [3,2-e] pyrimidin-5 (3H)-one), NC1=CC=C(C=C1)NC(C1=C(C=C(C=C1)F)C(F)(F)F)=O (N-(4-aminophenyl)-4-fluoro-2-(trifluoromethyl) benzamide), Cl (HCl), O1CCOCC1 (dioxane). Reaction conditions: time 1 hour. Yields the product FC1=CC(=C(C(=O)NC2=CC=C(C=C2)NC2=CC=NC3=C2C2N(C(N3)=O)CCO2)C=C1)C(F)(F)F (4-fluoro-N-(4-(5-oxo-3,5,6,10b-tetrahydro-2H-oxazolo[3,2-c] pyrido [3,2-e] pyrimidin-10-ylamino)phenyl)-2-(trifluoromethyl) benzamide). As a reaction SMILES: Cl[C:2]1[C:7]2[CH:8]3[O:15][CH2:14][CH2:13][N:9]3[C:10](=[O:12])[NH:11][C:6]=2[N:5]=[CH:4][CH:3]=1.[NH2:16][C:17]1[CH:22]=[CH:21][C:20]([NH:23][C:24](=[O:36])[C:25]2[CH:30]=[CH:29][C:28]([F:31])=[CH:27][C:26]=2[C:32]([F:35])([F:34])[F:33])=[CH:19][CH:18]=1.Cl.O1CCOCC1>>[F:31][C:28]1[CH:29]=[CH:30][C:25]([C:24]([NH:23][C:20]2[CH:19]=[CH:18][C:17]([NH:16][C:2]3[C:7]4[CH:8]5[O:15][CH2:14][CH2:13][N:9]5[C:10](=[O:12])[NH:11][C:6]=4[N:5]=[CH:4][CH:3]=3)=[CH:22][CH:21]=2)=[O:36])=[C:26]([C:32]([F:33])([F:34])[F:35])[CH:27]=1. Procedure: 42 (16 mg, 0.07 mmol), N-(4-aminophenyl)-4-fluoro-2-(trifluoromethyl) benzamide (22 mg, 0.07 mmol), and 4.0M HCl in dioxane (18 μl, 0.07 mmol) were suspended in a sealed tube, and placed in microwave at 140° C. for 1 h. The crude product was purified directly via HPLC to provide 43. LC-MS (M+H=488, obsd.=488). The reactants are ClC(Cl)Cl, O=C(OO)c1cccc(Cl)c1, C=CC(c1ccc(Cl)cc1)C(C)C. Product: CC(C)C(c1ccc(Cl)cc1)C1CO1. Reaction SMILES: [CH:25]([Cl:26])([Cl:27])[Cl:28].[Cl:14][c:15]1[cH:16][cH:17][cH:18][c:19]([C:20]([O:21][OH:23])=[O:22])[cH:24]1.[Cl:1][c:2]1[cH:3][cH:4][c:5]([CH:8]([CH:9]=[CH2:10])[CH:11]([CH3:12])[CH3:13])[cH:6][cH:7]1>>[Cl:1][c:2]1[cH:3][cH:4][c:5]([CH:8]([CH:9]2[CH2:10][O:22]2)[CH:11]([CH3:12])[CH3:13])[cH:6][cH:7]1. Reactants: N(=O)[O-].[Na+] (sodium nitrite), [I-].[K+] (potassium iodide), ice, COC=1C=C(C=C(C1)C1=CSC=C1)N (3-methoxy-5-thiophen-3-yl-phenylamine), Cl (hydrochloric acid). Solvent: O (water), O (water), O (water). The product is IC=1C=C(C=C(C1)OC)C1=CSC=C1 (3-(3-iodo-5-methoxy-phenyl)-thiophene). Procedure: To a solution of 3-methoxy-5-thiophen-3-yl-phenylamine (2.45 g, 11.93 mmol) in water (7.2 mL) was added a concentrated hydrochloric acid (5.34 mL, 71.58 mmol, 36%) at 0° C. To this was added in a dropwise manner to a vigorously stirred, chilled solution of sodium nitrite (1.5 g, 21.47 mmol) in water (9.3 mL). Then, the resulting colored mixture was stirred for 15 min at 0° C., and a cold solution of potassium iodide (3.96 g, 23.86 mmol) in water (9.3 mL) was added carefully. During this addition... RXN SMILES: [CH3:1][O:2][C:3]1[CH:4]=[C:5](N)[CH:6]=[C:7]([C:9]2[CH:13]=[CH:12][S:11][CH:10]=2)[CH:8]=1.Cl.N([O-])=O.[Na+].[I-:20].[K+]>O>[I:20][C:5]1[CH:6]=[C:7]([C:9]2[CH:13]=[CH:12][S:11][CH:10]=2)[CH:8]=[C:3]([O:2][CH3:1])[CH:4]=1 |f:2.3,4.5|. Isolated yield 58.1%. The reactants are C(C)(C)(C)OC(=O)NC(/C=C/C(=O)OC)CSC1=CC=CC=C1 (Methyl (2E)-4-((tert-butoxycarbonyl)amino)-5-(phenylthio)pent-2-enoate). Product: C(C)(C)(C)OC(=O)NC(CCC(=O)OC)CSC1=CC=CC=C1 (Methyl 4-((tert-butoxycarbonyl)amino)-5-(phenylthio)pentanoate). Solvent: C(C)(=O)OCC (ethyl acetate), CO (methanol). Procedure details: A mixture of Example 384A (650 mg, 1.92 mmol) and 10% Pd/C (2.3 g, 2.2 mmol) in ethyl acetate (15 mL) and methanol (5 mL) was stirred at room temperature under a hydrogen balloon for 6 hours and filtered through diatomaceous earth (Celite®). The pad was rinsed with hot ethyl acetate, and the combined organic phases were concentrated to provide the desired product. Reagents/catalysts: [Pd] (Pd/C). RXN SMILES: [C:1]([O:5][C:6]([NH:8][CH:9]([CH2:16][S:17][C:18]1[CH:23]=[CH:22][CH:21]=[CH:20][CH:19]=1)/[CH:10]=[CH:11]/[C:12]([O:14][CH3:15])=[O:13])=[O:7])([CH3:4])([CH3:3])[CH3:2]>C(OCC)(=O)C.CO.[Pd]>[C:1]([O:5][C:6]([NH:8][CH:9]([CH2:16][S:17][C:18]1[CH:19]=[CH:20][CH:21]=[CH:22][CH:23]=1)[CH2:10][CH2:11][C:12]([O:14][CH3:15])=[O:13])=[O:7])([CH3:4])([CH3:2])[CH3:3]. The reactants are C(#N)C1NC1 (2-Cyanoaziridine), C1(=CC=CC=C1)S(=O)(=O)N=C=O (phenylsulphonyl isocyanate). The solvent is C1(=CC=CC=C1)C (toluene), C1(=CC=CC=C1)C (toluene). Conditions: time 45 minute. Product: C1(=CC=CC=C1)S(=O)(=O)NC(=O)N1C(C1)C#N (1-(N-Phenylsulphonyl-carbamoyl)-2-cyanoaziridine). RXN SMILES: [C:1]([CH:3]1[CH2:5][NH:4]1)#[N:2].[C:6]1([S:12]([N:15]=[C:16]=[O:17])(=[O:14])=[O:13])[CH:11]=[CH:10][CH:9]=[CH:8][CH:7]=1>C1(C)C=CC=CC=1>[C:6]1([S:12]([NH:15][C:16]([N:4]2[CH2:5][CH:3]2[C:1]#[N:2])=[O:17])(=[O:13])=[O:14])[CH:7]=[CH:8][CH:9]=[CH:10][CH:11]=1. Procedure details: 0.82 g. 2-Cyanoaziridine are dissolved in 8 ml. toluene and, while cooling with ice, 2 g. phenylsulphonyl isocyanate, dissolved in 10 ml. toluene, are added dropwise thereto. After further stirring the reaction mixture for 45 minutes at ambient temperature, the precipitated crystals are filtered off with suction, washed with diethyl ether and dried in a vacuum. There is thus obtained 1.45 g. (53% of theory) 1-(N-phenylsulphonyl-carbamoyl)2-cyanoaziridine in the form of white crystals; m.p. 103°-... The reactants are [N+](=O)([O-])C1=C(C=CC=C1C(F)(F)F)NC(C)=O (N-(2-nitro-3-trifluoromethyl-phenyl)-acetamide), [OH-].[Na+] (sodium hydroxide). Run in C(C)O (ethanol). Product: [N+](=O)([O-])C1=C(C=CC=C1C(F)(F)F)N (2-Nitro-3-trifluoromethyl-phenylamine). Yield: 90.3%. RXN SMILES: [N+:1]([C:4]1[C:9]([C:10]([F:13])([F:12])[F:11])=[CH:8][CH:7]=[CH:6][C:5]=1[NH:14]C(=O)C)([O-:3])=[O:2].[OH-].[Na+]>C(O)C>[N+:1]([C:4]1[C:9]([C:10]([F:11])([F:12])[F:13])=[CH:8][CH:7]=[CH:6][C:5]=1[NH2:14])([O-:3])=[O:2] |f:1.2|. Reported procedure: To a solution of N-(2-nitro-3-trifluoromethyl-phenyl)-acetamide (0.9 g, 3.6 mmol) in ethanol (23 mL) was added an aq. solution of 20% aq. sodium hydroxide (4.5 mL) and the mixture was heated to reflux for one hour. After completion of the reaction, the reaction mixture was cooled to room temperature and the solvents were evaporated. The reaction mixture was then diluted with water (50 mL), extracted with ethyl acetate (2×25 mL). The combined organic layers were dried over sodium sulphate and con... Reactants: CC=1N=CSC1C=O (4-methyl-5-thiazolecarbaldehyde), C(C)#N (acetonitrile), [Br-].CC(C(C[As+](C1=CC=CC=C1)(C1=CC=CC=C1)C1=CC=CC=C1)=O)C ((3-methyl-2-oxobutyl)triphenylarsonium bromide), C([O-])([O-])=O.[K+].[K+] (potassium carbonate). Solvent: O (H2O). Yields the product CC(C(C=CC1=C(N=CS1)C)=O)C (4-Methyl-1-(4-methyl-thiazol-5-yl)-pent-1-en-3-one). Reaction SMILES: [CH3:1][C:2]1[N:3]=[CH:4][S:5][C:6]=1[CH:7]=O.[Br-].[CH3:10][CH:11]([CH3:34])[C:12](=[O:33])[CH2:13][As+](C1C=CC=CC=1)(C1C=CC=CC=1)C1C=CC=CC=1.C(=O)([O-])[O-].[K+].[K+].C(#N)C>O>[CH3:10][CH:11]([CH3:34])[C:12](=[O:33])[CH:13]=[CH:7][C:6]1[S:5][CH:4]=[N:3][C:2]=1[CH3:1] |f:1.2,3.4.5|. Procedure details: The title compound was prepared as described in General Method 1 using 1.4 g (11.0 mmol) of 4-methyl-5-thiazolecarbaldehyde (Example A-12), 6.2 g (13.1 mmol) of (3-methyl-2-oxobutyl)triphenylarsonium bromide, 1.8 g (13.1 mmol) of potassium carbonate, 75 mL of acetonitrile, and 0.75 mL of H2O. Chromatography of the residue, eluting with 3:1 hexane:EtOAc gave the title compound. The reactants are [BH4-], CCO, CC(C)O[Ti](OC(C)C)(OC(C)C)OC(C)C, CCC(=O)c1ccc(C(=O)OC(C)(C)C)c([N+](=O)[O-])c1, N, N, [Na+], O. Product: CCC(N)c1ccc(C(=O)OC(C)(C)C)c([N+](=O)[O-])c1. As a reaction SMILES: [BH4-:21].[CH2:25]([OH:26])[CH3:27].[CH:29]([O:30][Ti:31]([O:32][CH:33]([CH3:34])[CH3:35])([O:36][CH:37]([CH3:38])[CH3:39])[O:40][CH:41]([CH3:42])[CH3:43])([CH3:44])[CH3:45].[N+:1](=[O:2])([O-:3])[c:4]1[c:5]([C:6](=[O:7])[O:8][C:9]([CH3:10])([CH3:11])[CH3:12])[cH:13][cH:14][c:15]([C:17]([CH2:18][CH3:19])=[O:20])[cH:16]1.[NH3:24].[NH3:28].[Na+:22].[OH2:23]>>[N+:1](=[O:2])([O-:3])[c:4]1[c:5]([C:6](=[O:7])[O:8][C:9]([CH3:10])([CH3:11])[CH3:12])[cH:13][cH:14][c:15]([CH:17]([CH2:18][CH3:19])[NH2:24])[cH:16]1. Reactants: CC[BH-](CC)CC, [Li+], CCCCCC(=O)C=Cc1oc(COC(=O)C(C)(C)C)cc(=O)c1OCCCCCC(=O)OCC, C1CCOC1. Product: CCCCCC(O)C=Cc1oc(COC(=O)C(C)(C)C)cc(=O)c1OCCCCCC(=O)OCC. RXN SMILES: [CH2:36]([BH-:37]([CH2:38][CH3:39])[CH2:40][CH3:41])[CH3:42].[Li+:43].[O:1]=[C:2]([CH:3]=[CH:4][c:5]1[o:6][c:7]([CH2:23][O:24][C:25]([C:26]([CH3:27])([CH3:28])[CH3:29])=[O:30])[cH:8][c:9](=[O:22])[c:10]1[O:11][CH2:12][CH2:13][CH2:14][CH2:15][CH2:16][C:17](=[O:18])[O:19][CH2:20][CH3:21])[CH2:31][CH2:32][CH2:33][CH2:34][CH3:35].[O:44]1[CH2:45][CH2:46][CH2:47][CH2:48]1>>[OH:1][CH:2]([CH:3]=[CH:4][c:5]1[o:6][c:7]([CH2:23][O:24][C:25]([C:26]([CH3:27])([CH3:28])[CH3:29])=[O:30])[cH:8][c:9](=[O:22])[c:10]1[O:11][CH2:12][CH2:13][CH2:14][CH2:15][CH2:16][C:17](=[O:18])[O:19][CH2:20][CH3:21])[CH2:31][CH2:32][CH2:33][CH2:34][CH3:35].